From a dataset of the Open Reaction Database (ORD), a public repository of structured organic reaction records. describe an organic reaction: reactants, conditions, products, and yield Reactants: Cc1ccccc1, CNC, O=C=Nc1coc2ccccc2c1=O. Product: CN(C)C(=O)Nc1coc2ccccc2c1=O. Reaction SMILES: [CH3:18][c:19]1[cH:20][cH:21][cH:22][cH:23][cH:24]1.[CH3:1][NH:2][CH3:3].[N:4](=[C:5]=[O:6])[c:7]1[cH:8][o:9][c:10]2[cH:11][cH:12][cH:13][cH:14][c:15]2[c:16]1=[O:17]>>[CH3:1][N:2]([CH3:3])[C:5]([NH:4][c:7]1[cH:8][o:9][c:10]2[cH:11][cH:12][cH:13][cH:14][c:15]2[c:16]1=[O:17])=[O:6]. Starting materials: COC1=C(C=CC=C1)C=CCCCCCOC1=CC=CC=C1 (1-(2-Methoxyphenyl)-7-phenoxy-1-heptene). The reagents and catalysts are [Pd] (Pd/C). The solvent is CCOC(=O)C (AcOEt). The product is COC1=C(C=CC=C1)CCCCCCCOC1=CC=CC=C1 (1-(2-Methoxyphenyl)-7-phenoxy-heptane), liquid. Yield: 95.0%. Reaction SMILES: [CH3:1][O:2][C:3]1[CH:8]=[CH:7][CH:6]=[CH:5][C:4]=1[CH:9]=[CH:10][CH2:11][CH2:12][CH2:13][CH2:14][CH2:15][O:16][C:17]1[CH:22]=[CH:21][CH:20]=[CH:19][CH:18]=1>[Pd].CCOC(C)=O>[CH3:1][O:2][C:3]1[CH:8]=[CH:7][CH:6]=[CH:5][C:4]=1[CH2:9][CH2:10][CH2:11][CH2:12][CH2:13][CH2:14][CH2:15][O:16][C:17]1[CH:18]=[CH:19][CH:20]=[CH:21][CH:22]=1. Procedure details: 1-(2-Methoxyphenyl)-7-phenoxy-heptane (8.3) was synthesized as described in 8.1 using 7.3 (0.35 g, 1.18 mmol), AcOEt (20 mL), and 10% Pd/C (0.050 g, 14% w/w). The title compound (8.3) was isolated as a colorless viscous liquid (0.33 g, 95% yield).